This data is from the Open Reaction Database (ORD), a public repository of structured organic reaction records. The task is: describe an organic reaction: reactants, conditions, products, and yield Reactants: ester, hydroxysuccinimido ester, COC(C1=CC=C(C=C1)C(=O)O)OC (4-carboxybenzaldehyde dimethylacetal), S(=O)(=O)(C1=CC=CC=2C(N(C)C)=CC=CC12)N[C@@H](CCCCN)C(=O)O (dansyl-lysine), C(C)N1CCOCC1 (N-ethyl-morpholine), C(C)N1CCOCC1 (N-ethylmorpholine), S(=O)(=O)(C1=CC=CC=2C(N(C)C)=CC=CC12)NCCCC[C@H](N)C(=O)O (Nε-dansyl-L-lysine). Run in CN(C=O)C (dimethylformamide), C(C)(=O)O (acetic acid), CN(C=O)C (dimethylformamide). Conditions: time 4 hour. The product is S(=O)(=O)(C1=CC=CC=2C(N(C)C)=CC=CC12)NCCCC[C@H](NC(C1=CC(=CC=C1)C=O)=O)C(=O)O (Nε-dansyl-Nα-(m-formylbenzoyl)-lysine). Reaction SMILES: [S:1]([NH:17][CH2:18][CH2:19][CH2:20][CH2:21][C@@H:22]([C:24]([OH:26])=[O:25])[NH2:23])([C:4]1[C:16]2[CH:15]=[CH:14][CH:13]=[C:9]([N:10]([CH3:12])[CH3:11])[C:8]=2[CH:7]=[CH:6][CH:5]=1)(=[O:3])=[O:2].C(N1[CH2:34][CH2:33][O:32]CC1)C.C[O:36][CH:37](OC)[C:38]1[CH:43]=C[C:41](C(O)=O)=[CH:40][CH:39]=1.S(N[C@H](C(O)=O)CCCCN)(C1C2C=CC=C(N(C)C)C=2C=CC=1)(=O)=O>CN(C)C=O.C(O)(=O)C>[S:1]([NH:17][CH2:18][CH2:19][CH2:20][CH2:21][C@@H:22]([C:24]([OH:26])=[O:25])[NH:23][C:33](=[O:32])[C:34]1[CH:41]=[CH:40][CH:39]=[C:38]([CH:37]=[O:36])[CH:43]=1)([C:4]1[C:16]2[CH:15]=[CH:14][CH:13]=[C:9]([N:10]([CH3:12])[CH3:11])[C:8]=2[CH:7]=[CH:6][CH:5]=1)(=[O:2])=[O:3]. Procedure details: Nε-dansyl-L-lysine (Sigma, 9.5 mg) was dissolved in 100 μl dimethylformamide under gentle warming. N-ethyl-morpholine (3 μl) was added, so that the apparent pH, as judged by spotting onto moist pH paper, was between 8 and 8.5. This solution was mixed with a solution of 7.3 mg of the hydroxysuccinimido ester of 4-carboxybenzaldehyde dimethylacetal in 50 μl dimethylformamide. The apparent pH was checked in the same way as before, and adjusted with N-ethylmorpholine (1 μl at a time) if necessary. A... Reactants: S1C2=C(C=C1)C(CCC2)N=C=O (4,5,6,7-tetrahydrobenzo[b]thien-4-yl isocyanate), N1CCOCC1 (morpholine). Run in C(C)OCC (diethyl ether). Yields the product S1C2=C(C=C1)C(CCC2)NC(=O)N2CCOCC2 (N-(4,5,6,7-tetrahydrobenzo[b]thien-4-yl)-4-morpholinecarboxamide). RXN SMILES: [S:1]1[CH:5]=[CH:4][C:3]2[CH:6]([N:10]=[C:11]=[O:12])[CH2:7][CH2:8][CH2:9][C:2]1=2.[NH:13]1[CH2:18][CH2:17][O:16][CH2:15][CH2:14]1>C(OCC)C>[S:1]1[CH:5]=[CH:4][C:3]2[CH:6]([NH:10][C:11]([N:13]3[CH2:18][CH2:17][O:16][CH2:15][CH2:14]3)=[O:12])[CH2:7][CH2:8][CH2:9][C:2]1=2. Reported procedure: In the manner outlined in Example 6, except for using diethyl ether instead of methylene chloride, 4,5,6,7-tetrahydrobenzo[b]thien-4-yl isocyanate is allowed to react with morpholine to give N-(4,5,6,7-tetrahydrobenzo[b]thien-4-yl)-4-morpholinecarboxamide, which melts at 152° C. to 154° C. Reactants: 4h, 5a, C[C@@H]1CN(CCN1)C(C1=NC=CC=C1)=O ((R)-3-methyl-1-picolinoyl-piperazine), BrC=1N=CC(=C2C(=CNC12)C(C(=O)[O-])=O)F.[K+] (Potassium (7-bromo-4-fluoro-6-azaindol-3-yl)oxoacetate). The product is 5o, N1=C(C=CC=C1)C(=O)N1C[C@H](N(CC1)C(C(=O)C1=CNC2=C(N=CC(=C12)F)Br)=O)C ((R)-1-picolinoyl-3-methyl-4-[(7-bromo-4-fluoro-6-azaindol-3-yl)-oxoacetyl]piperazine). As a reaction SMILES: [Br:1][C:2]1[N:3]=[CH:4][C:5]([F:16])=[C:6]2[C:10]=1[NH:9][CH:8]=[C:7]2[C:11](=[O:15])[C:12]([O-:14])=O.[K+].[CH3:18][C@H:19]1[NH:24][CH2:23][CH2:22][N:21]([C:25](=[O:32])[C:26]2[CH:31]=[CH:30][CH:29]=[CH:28][N:27]=2)[CH2:20]1>>[N:27]1[CH:28]=[CH:29][CH:30]=[CH:31][C:26]=1[C:25]([N:21]1[CH2:22][CH2:23][N:24]([C:12](=[O:14])[C:11]([C:7]2[C:6]3[C:10](=[C:2]([Br:1])[N:3]=[CH:4][C:5]=3[F:16])[NH:9][CH:8]=2)=[O:15])[C@H:19]([CH3:18])[CH2:20]1)=[O:32] |f:0.1|. Reported procedure: Precursor 5o, (R)-1-picolinoyl-3-methyl-4-[(7-bromo-4-fluoro-6-azaindol-3-yl)-oxoacetyl]piperazine was prepared by the same method as Precursor 5a starting from Potassium (7-bromo-4-fluoro-6-azaindol-3-yl)oxoacetate, Precursor 4h, and (R)-3-methyl-1-picolinoyl-piperazine. 1H NMR (500 MHz, CD3OD) δ8.68-7.52 (m, 6H), 4.94-2.69 (m, 7H), 1.48-1.24 (m, 3H). MS m/z: (M+H)+ Calc'd for C20H18BrFN5O3: 474.06; Found 474.23. HPLC retention time: 1.20 minutes (column A). The reagents and catalysts are [Pd] (Palladium on carbon). Procedure details: 8-Benzyl-3-pyrazin-2-yl-8-aza-bicyclo[3.2.1]octan-3-ol (0.25 g, 0.85 mmol) was dissolved in IMS (10 mL) and water (1 mL). Palladium on carbon (10%; 0.1 g) was added under nitrogen. Ammonium formate (0.58 g, 9.2 mmol) was added and the mixture heated at reflux for 1 hour. The mixture was allowed to cool, filtered and the solvent removed by evaporation under vacuum. The residues were passed through an SCX cartridge, eluting with 2 M ammonia in methanol to give the title compound as a colourless oi... Solvent: IMS, O (water). Reactants: C(C1=CC=CC=C1)N1C2CC(CC1CC2)(O)C2=NC=CN=C2 (8-Benzyl-3-pyrazin-2-yl-8-aza-bicyclo[3.2.1]octan-3-ol), C(=O)[O-].[NH4+] (Ammonium formate). The yield is 63.0%. As a reaction SMILES: C([N:8]1[CH:13]2[CH2:14][CH2:15][CH:9]1[CH2:10][C:11]([C:17]1[CH:22]=[N:21][CH:20]=[CH:19][N:18]=1)([OH:16])[CH2:12]2)C1C=CC=CC=1.C([O-])=O.[NH4+]>O.[Pd]>[N:18]1[CH:19]=[CH:20][N:21]=[CH:22][C:17]=1[C:11]1([OH:16])[CH2:12][CH:13]2[NH:8][CH:9]([CH2:15][CH2:14]2)[CH2:10]1 |f:1.2|. Product: N1=C(C=NC=C1)C1(CC2CCC(C1)N2)O (3-Pyrazin-2-yl-8-aza-bicyclo[3.2.1]octan-3-ol). Starting materials: C1(CCCCC1)NC(CC1=CC(=C(C(=C1)I)OC1=CC(=C(C(=C1)I)O)I)I)=O (N-cyclohexyl-2-(4-(4-hydroxy-3,5-diiodophenoxy)-3,5-diiodophenyl)acetamide), ClC(C)Cl (dichloroethane), C(=O)([O-])[O-].[Cs+].[Cs+] (Cs2CO3). Run at time 12 hour. Yields the product ClCCOC1=C(C=C(OC2=C(C=C(C=C2I)CC(=O)NC2CCCCC2)I)C=C1I)I (2-(4-(4-(2-chloroethoxy)-3,5-diiodophenoxy)-3,5-diiodophenyl)-N-cyclohexylacetamide), compound 15. Yield: 5.0%. As a reaction SMILES: [CH:1]1([NH:7][C:8](=[O:28])[CH2:9][C:10]2[CH:15]=[C:14]([I:16])[C:13]([O:17][C:18]3[CH:23]=[C:22]([I:24])[C:21]([OH:25])=[C:20]([I:26])[CH:19]=3)=[C:12]([I:27])[CH:11]=2)[CH2:6][CH2:5][CH2:4][CH2:3][CH2:2]1.C([O-])([O-])=O.[Cs+].[Cs+].[Cl:35][CH:36](Cl)[CH3:37]>>[Cl:35][CH2:36][CH2:37][O:25][C:21]1[C:22]([I:24])=[CH:23][C:18]([O:17][C:13]2[C:14]([I:16])=[CH:15][C:10]([CH2:9][C:8]([NH:7][CH:1]3[CH2:2][CH2:3][CH2:4][CH2:5][CH2:6]3)=[O:28])=[CH:11][C:12]=2[I:27])=[CH:19][C:20]=1[I:26] |f:1.2.3|. Reported procedure: Compound 4 (2.0 g, 2.1 mmol, 1.0 eq.) was dissolved in anhydrous dichloroethane (30 mL) and then Cs2CO3 (1.7 g, 5.2 mmol, 2.5 eq.) was added. The reaction medium was then slowly heated to reflux. The mixture was stirred for 12 hrs. upon reflux then cooled to room temperature, filtered and the solvent was removed under vacuum. The residual oil then was purified by column chromatography (DCM/hexanes 80/20). The product was further recrystallized to give 2-(4-(4-(2-chloroethoxy)-3,5-diiodophenoxy)-... Starting materials: ClC1=C(C(=CC(=C1)F)Cl)N1N=C2C(C=[N+](C=C2)[O-])=C1 (2-(2,6-Dichloro-4-fluorophenyl)-2H-pyrazolo[4,3-c]pyridine-5-oxide), P(=O)(Cl)(Cl)Cl (phosphorous oxychloride). Reagents/catalysts: [Cl-].C(CCC)[N+](CCCC)(CCCC)CCCC (Tetrabutylammonium chloride). Run at temperature 85 celsius. Product: ClC1=NC=CC=2C1=CN(N2)C2=C(C=C(C=C2Cl)F)Cl (4-Chloro-2-(2,6-dichloro-4-fluorophenyl)-2H-pyrazolo[4,3-c]pyridine). The yield is 47.0%. Reaction SMILES: [Cl:1][C:2]1[CH:7]=[C:6]([F:8])[CH:5]=[C:4]([Cl:9])[C:3]=1[N:10]1[CH:19]=[C:13]2[CH:14]=[N+:15]([O-])[CH:16]=[CH:17][C:12]2=[N:11]1.P(Cl)(Cl)([Cl:22])=O>[Cl-].C([N+](CCCC)(CCCC)CCCC)CCC>[Cl:22][C:14]1[C:13]2=[CH:19][N:10]([C:3]3[C:2]([Cl:1])=[CH:7][C:6]([F:8])=[CH:5][C:4]=3[Cl:9])[N:11]=[C:12]2[CH:17]=[CH:16][N:15]=1 |f:2.3|. Reported procedure: 2-(2,6-Dichloro-4-fluorophenyl)-2H-pyrazolo[4,3-c]pyridine-5-oxide (1.4 g, 4.7 mmol) was slowly added to phosphorous oxychloride (10 mL). Tetrabutylammonium chloride (1.31 g, 4.7 mmol) was then added and the reaction mixture was heated at 85° C. for 45 minutes. The mixture was cooled and concentrated under reduced pressure. The residue was partitioned between ethyl acetate and sodium hydrogen carbonate. The organic layer was washed with sodium hydrogen carbonate (sat. aq.) and brine, dried over ... Reactants: COC([C@@H](NC(CC1=CC(=CC=C1)[N+](=O)[O-])=O)C)=O (N-(3-nitrophenylacetyl)-L-alanine methyl ester), [Li+].[OH-] (LiOH). The solvent is O (H2O), O1CCOCC1 (dioxane), O (H2O). Conditions: time 4 hour. Product: [N+](=O)([O-])C=1C=C(C=CC1)CC(=O)N[C@@H](C)C(=O)O (N-(3-Nitrophenylacetyl)-L-alanine). RXN SMILES: C[O:2][C:3](=[O:19])[C@H:4]([CH3:18])[NH:5][C:6](=[O:17])[CH2:7][C:8]1[CH:13]=[CH:12][CH:11]=[C:10]([N+:14]([O-:16])=[O:15])[CH:9]=1.[Li+].[OH-]>O1CCOCC1.O>[N+:14]([C:10]1[CH:9]=[C:8]([CH2:7][C:6]([NH:5][C@H:4]([C:3]([OH:19])=[O:2])[CH3:18])=[O:17])[CH:13]=[CH:12][CH:11]=1)([O-:16])=[O:15] |f:1.2|. Procedure: The title compound was prepared by dissolving 9.27 g (0.0348 mols) of the N-(3-nitrophenylacetyl)-L-alanine methyl ester in 60 mL of dioxane and 15 mL of H2O and adding LiOH (3.06 g, 0.0731 mol) that has been dissolved in 15 mL of H2O. After stirring for 4 hours, the dioxane was removed under reduced pressure and the residue diluted with EtOAc, the layers were separated and the aqueous layer acidified to pH 2. The aqueous layer was back extracted with EtOAc (4×100 ml), the combined organics were... Reactants: C[C@@]12CCC(N[C@@H]2CCC2=C1C=CC(=C2)S(=O)(=O)C2=CC=CC=C2)=O ((4aR)-(10bR)-10b-methyl-8-(phenylsulfonyl)-1,2,3,4,4a,5,6,10b-octahydrobenzo[f]-quinolin-3-one), CI (methyl iodide). Yields the product CN1C(CC[C@@]2(C3=C(CC[C@@H]12)C=C(C=C3)S(=O)(=O)C3=CC=CC=C3)C)=O ((+)-(4aR)-(10bR) -4,10b-dimethyl-8-(phenylsulfonyl)-1,2,3,4,-4a,5,6,10b-octahydrobenzo[f]quinolin-3-one). RXN SMILES: [CH3:1][C@@:2]12[C:11]3[CH:12]=[CH:13][C:14]([S:16]([C:19]4[CH:24]=[CH:23][CH:22]=[CH:21][CH:20]=4)(=[O:18])=[O:17])=[CH:15][C:10]=3[CH2:9][CH2:8][C@H:7]1[NH:6][C:5](=[O:25])[CH2:4][CH2:3]2.[CH3:26]I>>[CH3:26][N:6]1[C@H:7]2[C@@:2]([CH3:1])([C:11]3[CH:12]=[CH:13][C:14]([S:16]([C:19]4[CH:24]=[CH:23][CH:22]=[CH:21][CH:20]=4)(=[O:18])=[O:17])=[CH:15][C:10]=3[CH2:9][CH2:8]2)[CH2:3][CH2:4][C:5]1=[O:25]. Procedure details: A 200 mg portion of (4aR)-(10bR)-10b-methyl-8-(phenylsulfonyl)-1,2,3,4,4a,5,6,10b-octahydrobenzo[f]-quinolin-3-one was methylated with methyl iodide to obtain 144 mg of the desired product. mp 165°-167° FDMS: m/e=369. α[D]589 =+76.2, α[D]365 =+269.7 (chloroform). The reactants are O1CCCC1.C(C)(C)[N-]C(C)C.[Li+] (lithium diisopropylamide mono(tetrahydrofuran)), [Cl-].[NH4+] (ammonium chloride), C(C)(C)(C)OC(=O)N1CCC(CC1)(C(=O)OC)CCCC(=O)OC (Methyl 4-(1-(tert-butoxycarbonyl)-4-(methoxycarbonyl)piperidin-4-yl)butanoate), O1CCCC1.C(C)(C)[N-]C(C)C.[Li+] (lithium diisopropylamide mono(tetrahydrofuran)), C(C)(=O)OCC (ethyl acetate). Solvent: hexanes, O1CCCC1 (tetrahydrofuran). Conditions: temperature -78 celsius, time 25 minute. Yields the product COC(=O)C1C(C2(CC1)CCN(CC2)C(=O)OC(C)(C)C)=O (tert-Butyl 2-(methoxycarbonyl)-1-oxo-8-azaspiro[4.5]decane-8-carboxylate). Isolated yield 110.2%. RXN SMILES: [C:1]([O:5][C:6]([N:8]1[CH2:13][CH2:12][C:11]([CH2:18][CH2:19][CH2:20][C:21]([O:23][CH3:24])=[O:22])([C:14]([O:16]C)=O)[CH2:10][CH2:9]1)=[O:7])([CH3:4])([CH3:3])[CH3:2].O1CCCC1.C([N-]C(C)C)(C)C.[Li+].C(OCC)(=O)C.[Cl-].[NH4+]>O1CCCC1>[CH3:24][O:23][C:21]([CH:20]1[CH2:19][CH2:18][C:11]2([CH2:12][CH2:13][N:8]([C:6]([O:5][C:1]([CH3:2])([CH3:4])[CH3:3])=[O:7])[CH2:9][CH2:10]2)[C:14]1=[O:16])=[O:22] |f:1.2.3,5.6|. Reported procedure: To a solution of methyl 4-(1-(tert-butoxycarbonyl)-4-(methoxycarbonyl)piperidin-4-yl)butanoate (20.1 g, 0.058 mol) from Step E in tetrahydrofuran (600 mL) at −78° C. was added lithium diisopropylamide mono(tetrahydrofuran) (47 mL, 0.070 mol, 1.5M solution in cyclohexanes). The reaction mixture was stirred at −78° C. for 25 min. Thin layer chromatography (tlc) analysis (50% ethyl acetate in hexanes) showed that starting material remained. Additional lithium diisopropylamide mono(tetrahydrofuran) ... Starting materials: CO (methanol), Cl (HCl), COC(C1=CC=C(C=C1)OCCCCCCCCCCCCCCCCCC)=O (Methyl-4-octadecyloxy-benzoate), O.[OH-].[Li+] (lithium hydroxide monohydrate). The solvent is C1CCOC1 (THF), O (Water). Product: C(CCCCCCCCCCCCCCCCC)OC1=CC=C(C(=O)O)C=C1 (4-octadecyloxy-benzoic acid). Yield: 71.4%. RXN SMILES: C[O:2][C:3](=[O:29])[C:4]1[CH:9]=[CH:8][C:7]([O:10][CH2:11][CH2:12][CH2:13][CH2:14][CH2:15][CH2:16][CH2:17][CH2:18][CH2:19][CH2:20][CH2:21][CH2:22][CH2:23][CH2:24][CH2:25][CH2:26][CH2:27][CH3:28])=[CH:6][CH:5]=1.CO.O.[OH-].[Li+].Cl>C1COCC1.O>[CH2:11]([O:10][C:7]1[CH:6]=[CH:5][C:4]([C:3]([OH:29])=[O:2])=[CH:9][CH:8]=1)[CH2:12][CH2:13][CH2:14][CH2:15][CH2:16][CH2:17][CH2:18][CH2:19][CH2:20][CH2:21][CH2:22][CH2:23][CH2:24][CH2:25][CH2:26][CH2:27][CH3:28] |f:2.3.4|. Procedure details: The ester 35a (405 mg, 1.0 mmol) was dissolved in 15 ml THF and 50 ml methanol was added. Water (approximately 10 ml) was added until the solution remained cloudy with vigorous stirring, at which time lithium hydroxide monohydrate (840 mg, 20.0 mmol) was added. The reaction mixture was refluxed overnight, acidified with concentrated HCl and cooled. The precipitate was filtered, washed with water and air dried to yield 279 mg (71%) of a white powder.